This data is from the Open Reaction Database (ORD), a public repository of structured organic reaction records. The task is: describe an organic reaction: reactants, conditions, products, and yield Starting materials: C1=NC=CC2=CC(=CC=C12)C(=O)NN (isoquinoline-6-carbohydrazide), BrC#N (bromoformonitrile), N1C=NC=C1 (imidazole). Solvent: C1CCOC1 (THF), C(Cl)Cl (DCM), C(Cl)Cl (DCM), C(Cl)Cl (DCM). Product: C1=NC=CC2=CC(=CC=C12)C1=NN=C(O1)N (5-(Isoquinolin-6-yl)-1,3,4-oxadiazol-2-amine). Yield: 95.1%. Reaction SMILES: Br[C:2]#[N:3].N1C=CN=C1.[CH:9]1[C:18]2[C:13](=[CH:14][C:15]([C:19]([NH:21][NH2:22])=[O:20])=[CH:16][CH:17]=2)[CH:12]=[CH:11][N:10]=1>C(Cl)Cl.C1COCC1>[CH:9]1[C:18]2[C:13](=[CH:14][C:15]([C:19]3[O:20][C:2]([NH2:3])=[N:22][N:21]=3)=[CH:16][CH:17]=2)[CH:12]=[CH:11][N:10]=1. Procedure: A 3 M DCM solution of bromoformonitrile (0.2 mL, 0.6 mmol) (commercially available from Aldrich) was mixed with imidazole (0.157 g, 2.3 mmol) (commercially available from Aldrich) in 10 mL DCM. The mixture was heated and maintained to reflux for 30 minutes in a round bottom flask. After the DCM was removed under a reduced pressure, isoquinoline-6-carbohydrazide (0.1 g, 0.53 mmol) suspended in 50 mL THF was added into the flask. The mixture was heated and maintained at reflux for 3 hours. After r... Starting materials: Cl.CNC (dimethylamine hydrochloride), BrCC1=CC(OC2=CC(=CC=C12)OC)=O (4-bromomethyl-7-methoxycoumarin), C([O-])([O-])=O.[K+].[K+] (potassium carbonate). Solvent: ClCCl (dichloromethane). Reaction conditions: time 2 day. Yields the product COC1=CC=C2C(=CC(OC2=C1)=O)CN(C)C (7-Methoxy-4-(dimethylaminomethyl)coumarin). Isolated yield 55.8%. Reaction SMILES: Cl.[CH3:2][NH:3][CH3:4].Br[CH2:6][C:7]1[C:16]2[C:11](=[CH:12][C:13]([O:17][CH3:18])=[CH:14][CH:15]=2)[O:10][C:9](=[O:19])[CH:8]=1.C(=O)([O-])[O-].[K+].[K+]>ClCCl>[CH3:18][O:17][C:13]1[CH:12]=[C:11]2[C:16]([C:7]([CH2:6][N:3]([CH3:4])[CH3:2])=[CH:8][C:9](=[O:19])[O:10]2)=[CH:15][CH:14]=1 |f:0.1,3.4.5|. Procedure details: A mixture of dimethylamine hydrochloride (0.18 g), 4-bromomethyl-7-methoxycoumarin (0.30 g), potassium carbonate (0.5 g) and dichloromethane (10 ml) was stirred at room temperature for 2 days. The solid was filtered off and the filtrate concentrated. The residue was purified by chromatography on silica gel (eluent 5% methanol in dichloromethane), then crystallised from methanol to give the title compound as a white solid (0.145 g). Starting materials: ClCC1=NC(=NO1)C=1N=CN2C1CN(C(C1=C2C=CC=C1)=O)C (3-(5-chloromethyl-1,2,4-oxadiazol-3-yl)-5-methyl-5,6-dihydro-4H-imidazo[1,5-a][1,4]benzodiazepin-6-one), C(C)NCC (diethylamine). The solvent is CN(C=O)C (N,N-dimethylformamide). Product: C(C)N(CC)CC1=NC(=NO1)C=1N=CN2C1CN(C(C1=C2C=CC=C1)=O)C (3-(5-diethylaminomethyl-1,2,4-oxadiazol-3-yl)-5-methyl-5,6-dihydro-4H-imidazo[1,5-a][1,4]benzodiazepin-6-one). Isolated yield 81.9%. Reaction SMILES: Cl[CH2:2][C:3]1[O:7][N:6]=[C:5]([C:8]2[N:9]=[CH:10][N:11]3[C:17]4[CH:18]=[CH:19][CH:20]=[CH:21][C:16]=4[C:15](=[O:22])[N:14]([CH3:23])[CH2:13][C:12]=23)[N:4]=1.[CH2:24]([NH:26][CH2:27][CH3:28])[CH3:25]>CN(C)C=O>[CH2:24]([N:26]([CH2:2][C:3]1[O:7][N:6]=[C:5]([C:8]2[N:9]=[CH:10][N:11]3[C:17]4[CH:18]=[CH:19][CH:20]=[CH:21][C:16]=4[C:15](=[O:22])[N:14]([CH3:23])[CH2:13][C:12]=23)[N:4]=1)[CH2:27][CH3:28])[CH3:25]. Procedure details: 0.99 g (3 mmol) of 3-(5-chloromethyl-1,2,4-oxadiazol-3-yl)-5-methyl-5,6-dihydro-4H-imidazo[1,5-a][1,4]benzodiazepin-6-one were stirred at room temperature overnight in 1.2 g (16 mmol) of diethylamine and 15 ml of N,N-dimethylformamide. By evaporation of the reaction mixture and chromatography of the residue on silica gel while eluting with ethyl acetate/methanol 9/1 there was obtained 0.9 g (81%) of 3-(5-diethylaminomethyl-1,2,4-oxadiazol-3-yl)-5-methyl-5,6-dihydro-4H-imidazo[1,5-a][1,4]benzodia... Reported procedure: 3.46 g of reduced iron and 0.53 g of ammonium chloride are added to a solution of 2.17 g of 5-methyl-3- nitropyridine-2-sulfonamide in 60 cm3 of water/alcohol (EtOH/H2O : 1/1) solution. The mixture is brought to reflux for 20 minutes and then filtered while hot. The filtrate is concentrated to a small volume and left at 4° C. for 12 hours. The crystalline precipitate obtained is collected on a filter, washed with water and dried. Solvent: water alcohol. The product is NC=1C(=NC=C(C1)C)S(=O)(=O)N (3-Amino-5-methylpyridine-2-sulfonamide). The reactants are reduced iron, [Cl-].[NH4+] (ammonium chloride), CC=1C=C(C(=NC1)S(=O)(=O)N)[N+](=O)[O-] (5-methyl-3- nitropyridine-2-sulfonamide). As a reaction SMILES: [Cl-].[NH4+].[CH3:3][C:4]1[CH:5]=[C:6]([N+:14]([O-])=O)[C:7]([S:10]([NH2:13])(=[O:12])=[O:11])=[N:8][CH:9]=1>>[NH2:14][C:6]1[C:7]([S:10]([NH2:13])(=[O:12])=[O:11])=[N:8][CH:9]=[C:4]([CH3:3])[CH:5]=1 |f:0.1|. Conditions: time 12 hour. Reactants: C(#N)CC(=O)OC (methyl cyanoacetate), C(C)(C)N(CC)C(C)C (diisopropylethylamine), C(C(=O)C1=CC=CC=C1)Br (phenacyl bromide). The solvent is O1CCCC1 (tetrahydrofuran), O1CCCC1 (tetrahydrofuran). Reaction conditions: time 12 hour. The product is C(#N)C(C(=O)OC)CC(=O)C1=CC=CC=C1 (methyl 2-cyano-4-phenyl-4-oxobutanoate). The yield is 94.6%. Reaction SMILES: [C:1]([CH2:3][C:4]([O:6][CH3:7])=[O:5])#[N:2].C(N(C(C)C)CC)(C)C.[CH2:17](Br)[C:18]([C:20]1[CH:25]=[CH:24][CH:23]=[CH:22][CH:21]=1)=[O:19]>O1CCCC1>[C:1]([CH:3]([CH2:17][C:18]([C:20]1[CH:25]=[CH:24][CH:23]=[CH:22][CH:21]=1)=[O:19])[C:4]([O:6][CH3:7])=[O:5])#[N:2]. Procedure details: To a suspension of methyl 2-chloro-5-phenyl-1H-pyrrole-3-carboxylate (4.66 g) synthesized from methyl cyanoacetate and phenacyl bromide in the same manner as in Reference Example 95 and Reference Example 97 in acetonitrile (200 mL) was added 2,6-dichloro-N-fluoropyridinium triflate (6.26 g) over 10 min under ice-cooling. The reaction mixture was stirred at the same temperature for 2 hr and at room temperature for 2 hr, and concentrated under reduced pressure. A saturated aqueous sodium hydrogenc... The reactants are O=C([O-])[O-], CCO, COCCOC, CC1C(c2cc(C(F)(F)F)cc(C(F)(F)F)c2)OC(=O)N1Cc1cc(OC(F)(F)F)ccc1I, COc1cc(F)c(C(C)C)cc1B(O)O, [Na+], [Na+], c1ccc(P(c2ccccc2)(c2ccccc2)[Pd](P(c2ccccc2)(c2ccccc2)c2ccccc2)(P(c2ccccc2)(c2ccccc2)c2ccccc2)P(c2ccccc2)(c2ccccc2)c2ccccc2)cc1. Product: COc1cc(F)c(C(C)C)cc1-c1ccc(OC(F)(F)F)cc1CN1C(=O)OC(c2cc(C(F)(F)F)cc(C(F)(F)F)c2)C1C. Reaction SMILES: [C:56](=[O:57])([O-:58])[O-:59].[CH3:139][CH2:140][OH:141].[CH3:50][O:51][CH2:52][CH2:53][O:54][CH3:55].[F:1][C:2]([c:3]1[cH:4][c:5]([CH:13]2[CH:14]([CH3:32])[N:15]([CH2:19][c:20]3[c:21]([I:31])[cH:22][cH:23][c:24]([O:26][C:27]([F:28])([F:29])[F:30])[cH:25]3)[C:16](=[O:18])[O:17]2)[cH:6][c:7]([C:9]([F:10])([F:11])[F:12])[cH:8]1)([F:33])[F:34].[F:35][c:36]1[cH:37][c:38]([O:48][CH3:49])[c:39]([B:45]([OH:46])[OH:47])[cH:40][c:41]1[CH:42]([CH3:43])[CH3:44].[Na+:60].[Na+:61].[cH:62]1[cH:63][cH:64][c:65]([P:66]([Pd:67]([P:68]([c:69]2[cH:70][cH:71][cH:72][cH:73][cH:74]2)([c:75]2[cH:76][cH:77][cH:78][cH:79][cH:80]2)[c:81]2[cH:82][cH:83][cH:84][cH:85][cH:86]2)([P:87]([c:88]2[cH:89][cH:90][cH:91][cH:92][cH:93]2)([c:94]2[cH:95][cH:96][cH:97][cH:98][cH:99]2)[c:100]2[cH:101][cH:102][cH:103][cH:104][cH:105]2)[P:106]([c:107]2[cH:108][cH:109][cH:110][cH:111][cH:112]2)([c:113]2[cH:114][cH:115][cH:116][cH:117][cH:118]2)[c:119]2[cH:120][cH:121][cH:122][cH:123][cH:124]2)([c:125]2[cH:126][cH:127][cH:128][cH:129][cH:130]2)[c:131]2[cH:132][cH:133][cH:134][cH:135][cH:136]2)[cH:137][cH:138]1>>[F:1][C:2]([c:3]1[cH:4][c:5]([CH:13]2[CH:14]([CH3:32])[N:15]([CH2:19][c:20]3[c:21](-[c:39]4[c:38]([O:48][CH3:49])[cH:37][c:36]([F:35])[c:41]([CH:42]([CH3:43])[CH3:44])[cH:40]4)[cH:22][cH:23][c:24]([O:26][C:27]([F:28])([F:29])[F:30])[cH:25]3)[C:16](=[O:18])[O:17]2)[cH:6][c:7]([C:9]([F:10])([F:11])[F:12])[cH:8]1)([F:33])[F:34]. Starting materials: C(C)(C)(C)OC(=O)N[C@H]1CCCCC\C=C/[C@H]2[C@](NC([C@H]3N(C1=O)C[C@@H](C3)OC=3N=C1C=CC=CC1=C1C=CC=CC31)=O)(C2)C(=O)OCC ((2R,6S,13aS,14aR,16aS,Z)-ethyl 6-(tert-butoxycarbonylamino)-5,16-dioxo-2-(phenanthridin-6-yloxy)-1,2,3,5,6,7,8,9,10,11,13a,14,14a,15,16,16a-hexadecahydrocyclopropa[e]pyrrolo[1,2-a][1,4]diazacyclopentadecine-14a-carboxylate), C(C)O (ethanol), [OH-].[Li+] (lithium hydroxide). The solvent is O1CCCC1 (tetrahydrofuran). Conditions: temperature 50 celsius. The product is C(C)(C)(C)OC(=O)N[C@H]1CCCCC\C=C/[C@H]2[C@](NC([C@H]3N(C1=O)C[C@@H](C3)OC=3N=C1C=CC=CC1=C1C=CC=CC31)=O)(C2)C(=O)O ((2R,6S,13aS,14aR,16aS,Z)-6-(tert-butoxycarbonylamino)-5,16-dioxo-2-(phenanthridin-6-yloxy)-1,2,3,5,6,7,8,9,10,11,13a,14,14a,15,16,16a-hexadecahydrocyclopropa[e]pyrrolo[1,2-a][1,4]diazacyclopentadecine-14a-carboxylic acid). Yield: 100.6%. Reaction SMILES: [C:1]([O:5][C:6]([NH:8][C@@H:9]1[C:23](=[O:24])[N:22]2[CH2:25][C@H:26]([O:28][C:29]3[N:30]=[C:31]4[C:36](=[C:37]5[C:42]=3[CH:41]=[CH:40][CH:39]=[CH:38]5)[CH:35]=[CH:34][CH:33]=[CH:32]4)[CH2:27][C@H:21]2[C:20](=[O:43])[NH:19][C@:18]2([C:45]([O:47]CC)=[O:46])[CH2:44][C@H:17]2[CH:16]=[CH:15][CH2:14][CH2:13][CH2:12][CH2:11][CH2:10]1)=[O:7])([CH3:4])([CH3:3])[CH3:2].C(O)C.[OH-].[Li+]>O1CCCC1>[C:1]([O:5][C:6]([NH:8][C@@H:9]1[C:23](=[O:24])[N:22]2[CH2:25][C@H:26]([O:28][C:29]3[N:30]=[C:31]4[C:36](=[C:37]5[C:42]=3[CH:41]=[CH:40][CH:39]=[CH:38]5)[CH:35]=[CH:34][CH:33]=[CH:32]4)[CH2:27][C@H:21]2[C:20](=[O:43])[NH:19][C@:18]2([C:45]([OH:47])=[O:46])[CH2:44][C@H:17]2[CH:16]=[CH:15][CH2:14][CH2:13][CH2:12][CH2:11][CH2:10]1)=[O:7])([CH3:4])([CH3:2])[CH3:3] |f:2.3|. Reported procedure: To a solution of the product of Example 24b (7.8 g, 11.6 mmol) in tetrahydrofuran (40 ml)/ethanol (40 ml) was added an aqueous lithium hydroxide solution (0.84 g of lithium hydroxide in 40 ml of H2O). The resulting mixture was heated to 50° C. for two hours and cooled to room temperature. The organic solvents were mostly removed under reduced pressure, and the resulting residue was acidified with 10% citric acid aqueous solution and extracted with ethyl acetate (200 ml). The organic layer was se...